This data is from the Open Reaction Database (ORD), a public repository of structured organic reaction records. The task is: describe an organic reaction: reactants, conditions, products, and yield Reactants: Fc1ccc(-n2ncc3cc(C4(C5CC5)CO4)ccc32)cc1, CN(C)C=O, Sc1ccccc1. The product is OC(CSc1ccccc1)(c1ccc2c(cnn2-c2ccc(F)cc2)c1)C1CC1. As a reaction SMILES: [CH:8]1([C:11]2([c:14]3[cH:15][c:16]4[cH:17][n:18][n:19](-[c:23]5[cH:24][cH:25][c:26]([F:29])[cH:27][cH:28]5)[c:20]4[cH:21][cH:22]3)[O:12][CH2:13]2)[CH2:9][CH2:10]1.[O:30]=[CH:31][N:32]([CH3:33])[CH3:34].[SH:1][c:2]1[cH:3][cH:4][cH:5][cH:6][cH:7]1>>[S:1]([c:2]1[cH:3][cH:4][cH:5][cH:6][cH:7]1)[CH2:13][C:11]([CH:8]1[CH2:9][CH2:10]1)([OH:12])[c:14]1[cH:15][c:16]2[cH:17][n:18][n:19](-[c:23]3[cH:24][cH:25][c:26]([F:29])[cH:27][cH:28]3)[c:20]2[cH:21][cH:22]1. Starting materials: C1CCC12OCC(CO2)COC2=C(C(=NC=C2C)CSC2=NC1=C(N2)C=CC=C1)C (2-(((4-(5,9-dioxaspiro[3.5]non-7-ylmethoxy)-3,5-dimethylpyridin-2-yl)methyl)thio)-1H-benzimidazole), ClC1=CC(=CC=C1)C(=O)OO (3-chloroperbenzoic acid), C(O)([O-])=O.[Na+] (sodium hydrogen carbonate). Run in CO (methanol), C1(=CC=CC=C1)C (toluene), CO (methanol), C1(=CC=CC=C1)C (toluene). Run at time 55 minute. Yields the product C1CCC12OCC(CO2)COC2=C(C(=NC=C2C)CS(=O)C2=NC1=C(N2)C=CC=C1)C (2-(((4-(5,9-dioxaspiro[3.5]non-7-ylmethoxy)-3,5-dimethylpyridin-2-yl)methyl)sulfinyl)-1H-benzimidazole). Yield: 86.1%. As a reaction SMILES: [CH2:1]1[C:4]2([O:9][CH2:8][CH:7]([CH2:10][O:11][C:12]3[C:17]([CH3:18])=[CH:16][N:15]=[C:14]([CH2:19][S:20][C:21]4[NH:25][C:24]5[CH:26]=[CH:27][CH:28]=[CH:29][C:23]=5[N:22]=4)[C:13]=3[CH3:30])[CH2:6][O:5]2)[CH2:3][CH2:2]1.ClC1C=CC=C(C(OO)=[O:39])C=1.C(=O)([O-])O.[Na+]>CO.C1(C)C=CC=CC=1>[CH2:3]1[C:4]2([O:5][CH2:6][CH:7]([CH2:10][O:11][C:12]3[C:17]([CH3:18])=[CH:16][N:15]=[C:14]([CH2:19][S:20]([C:21]4[NH:22][C:23]5[CH:29]=[CH:28][CH:27]=[CH:26][C:24]=5[N:25]=4)=[O:39])[C:13]=3[CH3:30])[CH2:8][O:9]2)[CH2:1][CH2:2]1 |f:2.3|. Procedure: To a toluene (20 ml)-methanol (2 ml) solution of the 2-(((4-(5,9-dioxaspiro[3.5]non-7-ylmethoxy)-3,5-dimethylpyridin-2-yl)methyl)thio)-1H-benzimidazole (499 mg, 1.17 mmol) obtained in the step (13d), a toluene (1 ml)-methanol (1 ml) solution of 3-chloroperbenzoic acid (280 mg, 1.05 mmol as the content was regarded as 65%) was added dropwise at −65° C. for 5 minutes in a nitrogen atmosphere. The mixture was stirred in the same conditions for 55 minutes. To the reaction mixture, a saturated aqueou... Reactants: CCOC(C)=O, CCOC(C)=O, COCOc1cc(NC(=O)Nc2ccc(Cl)c(C(F)(F)F)c2)cc(C(F)(F)F)c1, Cl. Product: O=C(Nc1cc(O)cc(C(F)(F)F)c1)Nc1ccc(Cl)c(C(F)(F)F)c1. RXN SMILES: [CH3:30][CH2:31][O:32][C:33](=[O:34])[CH3:35].[CH3:37][CH2:38][O:39][C:40](=[O:41])[CH3:42].[Cl:1][c:2]1[c:3]([C:26]([F:27])([F:28])[F:29])[cH:4][c:5]([NH:8][C:9](=[O:10])[NH:11][c:12]2[cH:13][c:14]([O:22][CH2:23][O:24][CH3:25])[cH:15][c:16]([C:18]([F:19])([F:20])[F:21])[cH:17]2)[cH:6][cH:7]1.[ClH:36]>>[Cl:1][c:2]1[c:3]([C:26]([F:27])([F:28])[F:29])[cH:4][c:5]([NH:8][C:9](=[O:10])[NH:11][c:12]2[cH:13][c:14]([OH:22])[cH:15][c:16]([C:18]([F:19])([F:20])[F:21])[cH:17]2)[cH:6][cH:7]1. The reactants are S(N)(=O)(=O)C1=C(N)C=C(C(=C1)S)Cl (2-sulfamoyl-4-mercapto-5-chloroaniline), C(C)(=O)Cl (acetyl chloride). Run in O1CCOCC1 (dioxane). Yields the product CC=1NS(C2=C(N1)C=C(C(=C2)S)Cl)(=O)=O (3-Methyl-6-chloro-7-mercapto-1,2,4-benzothiadiazine-1,1-dioxide). Reaction SMILES: [S:1]([C:5]1[CH:11]=[C:10]([SH:12])[C:9]([Cl:13])=[CH:8][C:6]=1[NH2:7])(=[O:4])(=[O:3])[NH2:2].[C:14](Cl)(=O)[CH3:15]>O1CCOCC1>[CH3:14][C:15]1[NH:2][S:1](=[O:3])(=[O:4])[C:5]2[CH:11]=[C:10]([SH:12])[C:9]([Cl:13])=[CH:8][C:6]=2[N:7]=1. Procedure: A mixture of 2-sulfamoyl-4-mercapto-5-chloroaniline, prepared as described in Example 13, Step A-3 (0.02 mole) and acetyl chloride (0.022 mole) in 75 ml. of dioxane is heated under reflux for 24 hours. The solution is concentrated to dryness in vacuo and the residue dissolved in 75 ml. of ethanol and treated with 75 ml. of concentrated ammonium hydroxide in the cold. Thereafter the solution is heated under reflux for three hours and concentrated to dryness in vacuo. The residue is suspended in 1... The reactants are CCC(C)CC(C(=O)Nc1ccn(CC2COC(C)(C)O2)n1)N1CC(Oc2ccccc2Cl)=CC1=O, Cl, C1CCOC1. Yields the product CCC(C)CC(C(=O)Nc1ccn(CC(O)CO)n1)N1CC(Oc2ccccc2Cl)=CC1=O. As a reaction SMILES: [CH3:1][C:2]1([CH3:36])[O:3][CH2:4][CH:5]([CH2:7][n:8]2[n:9][c:10]([NH:13][C:14]([CH:15]([CH2:16][CH:17]([CH2:18][CH3:19])[CH3:20])[N:21]3[C:22](=[O:34])[CH:23]=[C:24]([O:26][c:27]4[c:28]([Cl:33])[cH:29][cH:30][cH:31][cH:32]4)[CH2:25]3)=[O:35])[cH:11][cH:12]2)[O:6]1.[ClH:37].[O:38]1[CH2:39][CH2:40][CH2:41][CH2:42]1>>[OH:3][CH2:4][CH:5]([OH:6])[CH2:7][n:8]1[n:9][c:10]([NH:13][C:14]([CH:15]([CH2:16][CH:17]([CH2:18][CH3:19])[CH3:20])[N:21]2[C:22](=[O:34])[CH:23]=[C:24]([O:26][c:27]3[c:28]([Cl:33])[cH:29][cH:30][cH:31][cH:32]3)[CH2:25]2)=[O:35])[cH:11][cH:12]1. Starting materials: C(C)(=O)OC1CN(CCC1Br)C(=O)OCC ((±)-ethyl 3-acetoxy-4-bromopiperidine-1-carboxylate), C1CCC2=NCCCN2CC1 (DBU). The solvent is C1(=CC=CC=C1)C (toluene). RXN SMILES: [C:1]([O:4][CH:5]1[CH:10](Br)[CH2:9][CH2:8][N:7]([C:12]([O:14][CH2:15][CH3:16])=[O:13])[CH2:6]1)(=[O:3])[CH3:2].C1CCN2C(=NCCC2)CC1>C1(C)C=CC=CC=1>[C:1]([O:4][CH:5]1[CH2:6][N:7]([C:12]([O:14][CH2:15][CH3:16])=[O:13])[CH2:8][CH:9]=[CH:10]1)(=[O:3])[CH3:2]. Yields the product C(C)(=O)OC1C=CCN(C1)C(=O)OCC ((±)-ethyl 5-acetoxy-5,6-dihydropyridine-1(2H)-carboxylate). Reported procedure: A mixture of Compound 239A (371 mmol) and DBU (92 g, 604 mmol) was heated to 90–110° C. for 30 min. After cooling to room temperature, the mixture was diluted with toluene and stirred for an additional 30 min. The precipitate was removed by filtration and rinsed with toluene. Combined filtrates were washed with 1.0 N HCl, water and dried over anhydrous anhydrous MgSO4. Concentration in vacuo afforded 67.56 g (yield: 85.4%) of 239B as an oil. 1H-NMR (400 MHz, CDCl3): 6.00 (bs, 1H), 5.90 (bs, 1H),... Reaction conditions: time 30 minute. Isolated yield 85.4%.